From a dataset of the Open Reaction Database (ORD), a public repository of structured organic reaction records. describe an organic reaction: reactants, conditions, products, and yield Starting materials: OC1N(C(C2=NC=CC=C21)=O)C2=CC=CC=C2 (5,6-dihydro-5-hydroxy-6-phenyl-7H-pyrrolo[3,4-b]pyridin-7-one), S(O)(O)(=O)=O (sulfuric acid), C(C)OCC.CCCCCC (ethyl ether hexane), C([O-])(O)=O.[Na+] (sodium bicarbonate). Run in CO (methanol). Run at temperature 75 celsius. The product is COC(=O)C1=NC=CC=C1C(OC)OC (3-(Dimethoxymethyl)-2-pyridinecarboxylic Acid Methyl Ester). Reaction SMILES: [OH:1][CH:2]1[C:10]2[C:5](=[N:6][CH:7]=[CH:8][CH:9]=2)[C:4](=[O:11])N1C1C=CC=CC=1.S(=O)(=O)(O)O.[C:23](=[O:26])(O)[O-].[Na+].[CH2:28]([O:30]CC)C.[CH3:33]CCCCC>CO>[CH3:28][O:30][C:4]([C:5]1[C:10]([CH:2]([O:1][CH3:33])[O:26][CH3:23])=[CH:9][CH:8]=[CH:7][N:6]=1)=[O:11] |f:2.3,4.5|. Procedure: To a solution of 5,6-dihydro-5-hydroxy-6-phenyl-7H-pyrrolo[3,4-b]pyridin-7-one (1.99 g) in 100 mL of methanol was added concentrated sulfuric acid (6 mL). The reaction mixture was warmed to 75° C. for 3 hours. TLC indicated that all starting material had been converted. The reaction mixture was neutralized with aqueous sodium bicarbonate and evaporated in vacuo to remove the methanol. The aqueous residue was extracted with ether (3×). The organic extracts were combined, dried (K2CO3) and evapora... Starting materials: ice water, C(#N)C1=C(C(=C2C=CC=CN2C1=O)C(=O)OCC)C1=CC=C(C=C1)[N+](=O)[O-] (3-cyano-1-ethoxycarbonyl-2-(4-nitrophenyl)-4H-quinolizin-4-one), S(=O)([O-])S(=O)[O-].[Na+].[Na+] (sodium hydrosulfite). Solvent: C(C)O (ethanol), CC(=O)C (acetone), O (water). Product: NC1=CC=C(C=C1)C=1C(=C2C=CC=CN2C(C1C#N)=O)C(=O)OCC (2-(4-aminophenyl)-3-cyano-1-ethoxycarbonyl-4H-quinolizin-4-one). Yield: 43.6%. As a reaction SMILES: [C:1]([C:3]1[C:12](=[O:13])[N:11]2[C:6]([CH:7]=[CH:8][CH:9]=[CH:10]2)=[C:5]([C:14]([O:16][CH2:17][CH3:18])=[O:15])[C:4]=1[C:19]1[CH:24]=[CH:23][C:22]([N+:25]([O-])=O)=[CH:21][CH:20]=1)#[N:2].S(S([O-])=O)([O-])=O.[Na+].[Na+]>C(O)C.CC(C)=O.O>[NH2:25][C:22]1[CH:23]=[CH:24][C:19]([C:4]2[C:5]([C:14]([O:16][CH2:17][CH3:18])=[O:15])=[C:6]3[N:11]([C:12](=[O:13])[C:3]=2[C:1]#[N:2])[CH:10]=[CH:9][CH:8]=[CH:7]3)=[CH:20][CH:21]=1 |f:1.2.3|. Procedure details: To a stirred solution of 100 mg of 3-cyano-1-ethoxycarbonyl-2-(4-nitrophenyl)-4H-quinolizin-4-one (S-20) in 10 ml of ethanol and 5 ml of acetone was added dropwise a solution of 240 mg of sodium hydrosulfite in 5ml of water during 10 minutes. The reaction mixture was heated under reflux for 1 hour and poured into ice-water. The solution was extracted with dichloromethane and the organic layer was dried over anhydrous sodium sulfate. The solvent was evaporated under reduced pressure and the resid... The reactants are Cl.C(C1=CC=CC=C1)N1CCN(CC1)C=1NNC2=C(N1)N=CC=C2 (3-(N-Benzylpiperazino)-1,2-dihydro-pyrido[2,3-e]-as-triazine hydrochloride), C(C1=CN=CC=C1)(=O)Cl (nicotinoyl chloride). The product is Cl.C(C1=CN=CC=C1)(=O)N1NC(=NC2=C1C=CC=N2)N2CCN(CC2)CC2=CC=CC=C2 (1-nicotinoyl-3-(N-benzylpiperazino)-1,2-dihydro-pyrido[2,3-e]-as-triazine hydrochloride). The yield is 83.0%. As a reaction SMILES: Cl.[CH2:2]([N:9]1[CH2:14][CH2:13][N:12]([C:15]2[NH:16][NH:17][C:18]3[CH:24]=[CH:23][CH:22]=[N:21][C:19]=3[N:20]=2)[CH2:11][CH2:10]1)[C:3]1[CH:8]=[CH:7][CH:6]=[CH:5][CH:4]=1.[C:25]([Cl:33])(=[O:32])[C:26]1[CH:31]=[CH:30][CH:29]=[N:28][CH:27]=1>>[ClH:33].[C:25]([N:17]1[C:18]2[CH:24]=[CH:23][CH:22]=[N:21][C:19]=2[N:20]=[C:15]([N:12]2[CH2:11][CH2:10][N:9]([CH2:2][C:3]3[CH:4]=[CH:5][CH:6]=[CH:7][CH:8]=3)[CH2:14][CH2:13]2)[NH:16]1)(=[O:32])[C:26]1[CH:31]=[CH:30][CH:29]=[N:28][CH:27]=1 |f:0.1,3.4|. Reported procedure: 3-(N-Benzylpiperazino)-1,2-dihydro-pyrido[2,3-e]-as-triazine hydrochloride is reacted with nicotinoyl chloride as described in Example 6. The title compound, melting at 218°-219° C., is obtained with a yield of 83%. The reactants are C(C)OC(=O)C1(CC2=CC=CC=C2C1)NC(C1=C(C(=CC=C1)C)I)=O (2-(2-iodo-3-methyl-benzoylamino)-indan-2-carboxylic acid ethyl ester), C(=C\C)/B(O)O (trans-1-propen-1-ylboronic acid), aqueous solution, C(=O)([O-])[O-].[K+].[K+] (K2CO3). Reagents/catalysts: [Pd] (palladium), [Pd] (Pd). Run in CCO (EtOH), O1CCOCC1 (dioxane). Product: C(C)OC(=O)C1(CC2=CC=CC=C2C1)NC(C1=C(C(=CC=C1)C)C=CC)=O (2-[3-Methyl-2-(1-propenyl)-benzoylamino]-indan-2-carboxylic acid ethyl ester). Yield: 61.6%. As a reaction SMILES: [CH2:1]([O:3][C:4]([C:6]1([NH:15][C:16](=[O:25])[C:17]2[CH:22]=[CH:21][CH:20]=[C:19]([CH3:23])[C:18]=2I)[CH2:14][C:13]2[C:8](=[CH:9][CH:10]=[CH:11][CH:12]=2)[CH2:7]1)=[O:5])[CH3:2].[CH:26](/B(O)O)=[CH:27]\[CH3:28].C([O-])([O-])=O.[K+].[K+]>CCO.O1CCOCC1.[Pd]>[CH2:1]([O:3][C:4]([C:6]1([NH:15][C:16](=[O:25])[C:17]2[CH:22]=[CH:21][CH:20]=[C:19]([CH3:23])[C:18]=2[CH:26]=[CH:27][CH3:28])[CH2:14][C:13]2[C:8](=[CH:9][CH:10]=[CH:11][CH:12]=2)[CH2:7]1)=[O:5])[CH3:2] |f:2.3.4|. Reported procedure: To a solution of 2-(2-iodo-3-methyl-benzoylamino)-indan-2-carboxylic acid ethyl ester (600 mg, 1.34 mmol) and trans-1-propen-1-ylboronic acid (460 mg, 5.36 mmol) in EtOH (10 mL) and dioxane (10 mL) is added palladium anchored homogeneous catalyst, FibreCatPd(0), (4.84% Pd, 285 mg, 0.13 mmol) and 2M aqueous solution of K2SO4 (2.68 mL, 5.36 mmol). The resulting reaction mixture is covered with argon and run in a microwave reaction: 110° C., 8 h. After concentration in vacuo, the residue is purifie... Reactants: ClCCN1C2C=C(CC1CC2)C2=CC1=CC=CC=C1C=C2 (8-(2-Chloroethyl)-3-(2-naphthyl)-8-azabicyclo[3.2.1]oct-2-ene), COC=1C=C2C=CC=NC2=C(C1)O (6-methoxyquinolin-8-ol), [H-].[Na+] (NaH), CS(=O)C (DMSO), (CO2H)2, oxalate salt. The solvent is O (H2O), CCO (EtOH). Yields the product COC=1C=C2C=CC=NC2=C(C1)OCCN1C2C=C(CC1CC2)C2=CC1=CC=CC=C1C=C2 (6-Methoxy-8-[2-(3-naphthalen-2-yl-8-azabicyclo[3.2.1]oct-2-en-8-yl)-ethoxy]-quinoline). Isolated yield 38.0%. RXN SMILES: Cl[CH2:2][CH2:3][N:4]1[CH:9]2[CH2:10][CH2:11][CH:5]1[CH:6]=[C:7]([C:12]1[CH:21]=[CH:20][C:19]3[C:14](=[CH:15][CH:16]=[CH:17][CH:18]=3)[CH:13]=1)[CH2:8]2.[CH3:22][O:23][C:24]1[CH:25]=[C:26]2[C:31](=[C:32]([OH:34])[CH:33]=1)[N:30]=[CH:29][CH:28]=[CH:27]2.[H-].[Na+].CS(C)=O>CCO.O>[CH3:22][O:23][C:24]1[CH:25]=[C:26]2[C:31](=[C:32]([O:34][CH2:2][CH2:3][N:4]3[CH:9]4[CH2:10][CH2:11][CH:5]3[CH:6]=[C:7]([C:12]3[CH:21]=[CH:20][C:19]5[C:14](=[CH:15][CH:16]=[CH:17][CH:18]=5)[CH:13]=3)[CH2:8]4)[CH:33]=1)[N:30]=[CH:29][CH:28]=[CH:27]2 |f:2.3|. Reported procedure: 8-(2-Chloroethyl)-3-(2-naphthyl)-8-azabicyclo[3.2.1]oct-2-ene (0.50 g, 1.70 mmol), 0.39 g (2.20 mmol) 6-methoxyquinolin-8-ol, 0.08 g (2.00 mmol) NaH (60% dispersion in mineral oil) and 3 mL DMSO are stirred at 50 C for 16 h. The reaction mixture is poured into 100 mL of H2O and extracted with 3×50 mL EtOAc. The combined organics are washed with 3×100 mL H2O, 1×100 mL brine, dried over MgSO4, filtered, and the volatiles are evaporated. The crude product is subjected to flash chromatography on SiO... Starting materials: NC=1C=C(C=CC1)N1N=NN=C1S (1-(m-aminophenyl)-5-mercaptotetrazole), CCCC(=S)Cl (3-methylthiopropionyl chloride), compound 1. Yields the product CCCC(=S)NC=1C=C(C=CC1)N1N=NN=C1S (1-[m-(3-methylthiopropionylamino)-phenyl]-5-mercaptotetrazole). As a reaction SMILES: [NH2:1][C:2]1[CH:3]=[C:4]([N:8]2[C:12]([SH:13])=[N:11][N:10]=[N:9]2)[CH:5]=[CH:6][CH:7]=1.[CH3:14][CH2:15][CH2:16][C:17](Cl)=[S:18]>>[CH3:14][CH2:15][CH2:16][C:17]([NH:1][C:2]1[CH:3]=[C:4]([N:8]2[C:12]([SH:13])=[N:11][N:10]=[N:9]2)[CH:5]=[CH:6][CH:7]=1)=[S:18]. Procedure: This compound was prepared from 1-(m-aminophenyl)-5-mercaptotetrazole and 3-methylthiopropionyl chloride [A. Mooradian et al., J. Am. Chem. Soc. 71, 3372 (1949)] according to the same reaction scheme as the one described hereinabove for compound 1.